This data is from the Open Reaction Database (ORD), a public repository of structured organic reaction records. The task is: describe an organic reaction: reactants, conditions, products, and yield Reactants: FC=1C=C(C(=C(C1)O)[N+](=O)[O-])OC (5-fluoro-3-methoxy-2-nitrophenol), C(C)#N (acetonitrile), C([O-])([O-])=O.[K+].[K+] (potassium carbonate), C(C1=CC=CC=C1)Br (benzyl bromide). Solvent: C(C)(=O)OCC (ethyl acetate), O (water). Product: C(C1=CC=CC=C1)OC=1C(=C(C=C(C1)F)OC)[N+](=O)[O-] (3-Benzyloxy-5-fluoro-2-nitroanisole). Isolated yield 98.8%. As a reaction SMILES: [F:1][C:2]1[CH:3]=[C:4]([O:12][CH3:13])[C:5]([N+:9]([O-:11])=[O:10])=[C:6]([OH:8])[CH:7]=1.C(#N)C.C(=O)([O-])[O-].[K+].[K+].[CH2:23](Br)[C:24]1[CH:29]=[CH:28][CH:27]=[CH:26][CH:25]=1>C(OCC)(=O)C.O>[CH2:23]([O:8][C:6]1[C:5]([N+:9]([O-:11])=[O:10])=[C:4]([O:12][CH3:13])[CH:3]=[C:2]([F:1])[CH:7]=1)[C:24]1[CH:29]=[CH:28][CH:27]=[CH:26][CH:25]=1 |f:2.3.4|. Procedure: A mixture of 5-fluoro-3-methoxy-2-nitrophenol(0.56 g), acetonitrile(5 mL), potassium carbonate(0.46 g) and benzyl bromide(0.56 g) was stirred at reflux for 2 h. The cooled mixture was treated with water and ethyl acetate and the organic phase was separated, washed with brine, dried and evaporated to dryness. The residue was purified by flash chromatography eluting with increasingly polar mixtures of ethyl acetate and hexane to give the product (0.82 g), (m/e278, MH+). The reactants are O (Water), ClCN1N=C(N=C1)C(F)(F)F (1-(chloromethyl)-3-(trifluoromethyl)-1H-1,2,4-triazole), FC(CCC(C#N)C#N)(F)F ((3,3,3-trifluoropropyl)malononitrile), C([O-])([O-])=O.[K+].[K+] (potassium carbonate). The solvent is CN(C=O)C (N,N-dimethylformamide). Product: FC(C1=NN(C=N1)CC(C#N)(C#N)CCC(F)(F)F)(F)F ({[3-(trifluoromethyl)-1H-1,2,4-triazole-1-yl]methyl}(3,3,3-trifluoropropyl)malononitrile). The yield is 5.7%. RXN SMILES: Cl[CH2:2][N:3]1[CH:7]=[N:6][C:5]([C:8]([F:11])([F:10])[F:9])=[N:4]1.[F:12][C:13]([F:22])([F:21])[CH2:14][CH2:15][CH:16]([C:19]#[N:20])[C:17]#[N:18].C(=O)([O-])[O-].[K+].[K+].O>CN(C)C=O>[F:9][C:8]([F:11])([F:10])[C:5]1[N:6]=[CH:7][N:3]([CH2:2][C:16]([CH2:15][CH2:14][C:13]([F:12])([F:21])[F:22])([C:17]#[N:18])[C:19]#[N:20])[N:4]=1 |f:2.3.4|. Procedure: 1.56 g of 1-(chloromethyl)-3-(trifluoromethyl)-1H-1,2,4-triazole and 1.38 g of (3,3,3-trifluoropropyl)malononitrile were dissolved in 25 ml of N,N-dimethylformamide. 2.35 g of potassium carbonate was added to the solution under ice cooling with stirring, followed by stirring at room temperature for 4 hours. Water was added to the reaction mixture, and then extracted with MTBE. The organic layer was washed with water, dried over anhydrous magnesium sulfate, filtered, and concentrated under reduce... Reactants: BrC=1C=C2C(OC(C2=CC1)=O)=O (5-bromoisobenzofuran-1,3-dione), N1=CC=C(C=C1)C (4-picoline). Solvent: C(C)O (ethanol). Reaction conditions: temperature 100 celsius, time 2 hour. Product: BrC=1C=C2C(C(C(C2=CC1)=O)=C1C=CNC=C1)=O (5-Bromo-2-(1H-pyridin-4-ylidene)-indan-1,3-dione). RXN SMILES: [Br:1][C:2]1[CH:3]=[C:4]2[C:8](=[CH:9][CH:10]=1)[C:7](=[O:11])O[C:5]2=[O:12].[N:13]1[CH:18]=[CH:17][C:16]([CH3:19])=[CH:15][CH:14]=1>C(O)C>[Br:1][C:2]1[CH:3]=[C:4]2[C:8](=[CH:9][CH:10]=1)[C:7](=[O:11])[C:19](=[C:16]1[CH:17]=[CH:18][NH:13][CH:14]=[CH:15]1)[C:5]2=[O:12]. Reported procedure: Under N2 atmosphere, a mixture of 30 g (132 mmol) 5-bromoisobenzofuran-1,3-dione (≡4-bromophthalic acid anhydride; Apin, GB) and 12.87 ml (132 mmol) 4-picoline is heated for 15 h to 180° C. The resulting black mass is cooled to 100° C., mixed with 160 ml ethanol, boiled for 2 hours, and filtered off. The dried residue is triturated in a mortar, boiled further for 1 h in 180 ml ethanol, filtered, and washed with ethanol. The residue is dissolved at 140° C. in 90 ml DMEU, cooled, mixed with 250 ml... The reactants are N1(CCOCC1)C(CC(C(=O)O)CC1C(C1)C1=CC=CC=C1)=O (4-Morpholin-4-yl-4-oxo-2-(2-phenyl-cyclopropylmethyl)-butyric acid), NC([C@H](O)C=1OC2=C(N1)C=CC=C2)CCC ((S)-2-Amino-1-benzoxazol-2-yl-pentan-1-ol). Product: O1C(=NC2=C1C=CC=C2)C(=O)[C@H](CCC)NC(C(CC(=O)N2CCOCC2)CC2C(C2)C2=CC=CC=C2)=O (N-[(S)-1-(Benzoxazole-2-carbonyl)-butyl]-4-morpholin-4-yl-4-oxo-2-(2-phenyl-cyclopropylmethyl)-butyramide). Reaction SMILES: [N:1]1([C:7](=[O:23])[CH2:8][CH:9]([CH2:13][CH:14]2[CH2:16][CH:15]2[C:17]2[CH:22]=[CH:21][CH:20]=[CH:19][CH:18]=2)[C:10]([OH:12])=O)[CH2:6][CH2:5][O:4][CH2:3][CH2:2]1.[NH2:24][CH:25]([CH2:37][CH2:38][CH3:39])[C@@H:26]([C:28]1[O:29][C:30]2[CH:36]=[CH:35][CH:34]=[CH:33][C:31]=2[N:32]=1)[OH:27]>>[O:29]1[C:30]2[CH:36]=[CH:35][CH:34]=[CH:33][C:31]=2[N:32]=[C:28]1[C:26]([C@@H:25]([NH:24][C:10](=[O:12])[CH:9]([CH2:13][CH:14]1[CH2:16][CH:15]1[C:17]1[CH:22]=[CH:21][CH:20]=[CH:19][CH:18]=1)[CH2:8][C:7]([N:1]1[CH2:2][CH2:3][O:4][CH2:5][CH2:6]1)=[O:23])[CH2:37][CH2:38][CH3:39])=[O:27]. Procedure details: It is similarly prepared according to general procedure given for example 10 above but using 4-Morpholin-4-yl-4-oxo-2-(2-phenyl-cyclopropylmethyl)-butyric acid and (S)-2-Amino-1-benzoxazol-2-yl-pentan-1-ol. Starting materials: Cl (HCl), CC(C)(C)NC[C@@H](COC=1C(=NSN1)N2CCOCC2)O (timolol). Solvent: C(C)(C)O (isopropanol), C(C)(C)O (isopropanol). Conditions: time 30 minute. Product: Cl.CC(C)(C)NC[C@@H](COC1=NSN=C1N1CCOCC1)O ((S)-1-[(1,1-dimethylethyl)amino]-3-{[4-(4-morpholinyl)-1,2,5-thiadiazol-3-yl]oxy}-2-propanol hydrochloride). Yield: 91.0%. Reaction SMILES: [ClH:1].[CH3:2][C:3]([NH:6][CH2:7][C@H:8]([OH:22])[CH2:9][O:10][C:11]1[C:12]([N:16]2[CH2:21][CH2:20][O:19][CH2:18][CH2:17]2)=[N:13][S:14][N:15]=1)([CH3:5])[CH3:4]>C(O)(C)C>[ClH:1].[CH3:5][C:3]([NH:6][CH2:7][C@H:8]([OH:22])[CH2:9][O:10][C:11]1[C:12]([N:16]2[CH2:21][CH2:20][O:19][CH2:18][CH2:17]2)=[N:13][S:14][N:15]=1)([CH3:2])[CH3:4] |f:3.4|. Procedure: 0.8 ml of a 7M HCl solution in isopropanol was added dropwise to a magnetically stirred solution of timolol (1.4 g) in isopropanol (30 ml). The solution was stirred for 30 minutes. The reaction mixture was freed of the solvent at reduced pressure. 1.47 g of pure product was obtained (yield 91%). The product is CCCCCCOc1cc(O)c(-c2nc(-c3ccccc3)nc(-c3ccccc3)n2)cc1CN1CCCCC1. Reactants: CC(=O)O, Cc1ccccc1, C1CCN(CN2CCCCC2)CC1, [Na+], [OH-], CCCCCCOc1ccc(-c2nc(-c3ccccc3)nc(-c3ccccc3)n2)c(O)c1, Cc1cc(C)cc(C)c1. RXN SMILES: [CH3:48][C:49](=[O:50])[OH:51].[CH3:61][c:62]1[cH:63][cH:64][cH:65][cH:66][cH:67]1.[N:33]1([CH2:39][N:40]2[CH2:41][CH2:42][CH2:43][CH2:44][CH2:45]2)[CH2:34][CH2:35][CH2:36][CH2:37][CH2:38]1.[Na+:47].[OH-:46].[c:1]1(-[c:7]2[n:8][c:9](-[c:19]3[c:20]([OH:32])[cH:21][c:22]([O:25][CH2:26][CH2:27][CH2:28][CH2:29][CH2:30][CH3:31])[cH:23][cH:24]3)[n:10][c:11](-[c:13]3[cH:14][cH:15][cH:16][cH:17][cH:18]3)[n:12]2)[cH:2][cH:3][cH:4][cH:5][cH:6]1.[c:52]1([CH3:53])[cH:54][c:55]([CH3:56])[cH:57][c:58]([CH3:59])[cH:60]1>>[c:1]1(-[c:7]2[n:8][c:9](-[c:19]3[c:20]([OH:32])[cH:21][c:22]([O:25][CH2:26][CH2:27][CH2:28][CH2:29][CH2:30][CH3:31])[c:23]([CH2:39][N:33]4[CH2:34][CH2:35][CH2:36][CH2:37][CH2:38]4)[cH:24]3)[n:10][c:11](-[c:13]3[cH:14][cH:15][cH:16][cH:17][cH:18]3)[n:12]2)[cH:2][cH:3][cH:4][cH:5][cH:6]1. The reactants are CC(=O)OC(C)=O, Cc1ccccc1, COC(=O)Cc1ccccc1[N+](=O)[O-]. The product is COC(=O)Cc1ccccc1NC(C)=O. As a reaction SMILES: [CH3:15][C:16](=[O:17])[O:18][C:19](=[O:20])[CH3:21].[CH3:22][c:23]1[cH:24][cH:25][cH:26][cH:27][cH:28]1.[N+:1]([O-:2])(=[O:3])[c:4]1[c:5]([CH2:10][C:11](=[O:12])[O:13][CH3:14])[cH:6][cH:7][cH:8][cH:9]1>>[NH:1]([c:4]1[c:5]([CH2:10][C:11](=[O:12])[O:13][CH3:14])[cH:6][cH:7][cH:8][cH:9]1)[C:16]([CH3:15])=[O:17].